This data is from the Open Reaction Database (ORD), a public repository of structured organic reaction records. The task is: describe an organic reaction: reactants, conditions, products, and yield As a reaction SMILES: [CH3:19][CH2:20][O:21][C:22]([CH3:23])=[O:24].[CH3:1].[OH:2][c:3]1[cH:4][c:5]([CH:9]([CH2:10][C:11](=[O:12])[O:13][CH3:14])[CH:15]=[CH:16][CH2:17][CH3:18])[cH:6][cH:7][cH:8]1>>[OH:2][c:3]1[cH:4][c:5]([CH:9]([CH2:10][C:11](=[O:12])[O:13][CH3:14])[CH2:15][CH2:16][CH2:17][CH3:18])[cH:6][cH:7][cH:8]1. Product: CCCCC(CC(=O)OC)c1cccc(O)c1. Reactants: CCOC(C)=O, [CH3], CCC=CC(CC(=O)OC)c1cccc(O)c1. Starting materials: CN1C=NC(=C1C)C(=O)O (1,5-dimethylimidazole-4-carboxylic acid), [OH-].[K+] (potassium hydroxide), C=O (formaldehyde). Yield: 69.8%. As a reaction SMILES: [CH3:1][N:2]1[C:6]([CH3:7])=[C:5]([C:8](O)=[O:9])[N:4]=[CH:3]1.[OH-].[K+].C=O>>[CH3:1][N:2]1[C:6]([CH3:7])=[C:5]([CH2:8][OH:9])[N:4]=[CH:3]1 |f:1.2|. Yields the product CN1C=NC(=C1C)CO (1,5-dimethyl-4-hydroxymethylimidazole). Procedure details: A mixture of 1,5-dimethylimidazole-4-carboxylic acid (1.4 g, 0.01 mol), potassium hydroxide (1.12 g, 0.02 mol) and ~37% aqueous formaldehyde solution (3 ml) was heated at 80°-90° C. for 3 hours. After completion of the reaction, the solvent was stripped off in vacuo, and the residue was extracted with isopropanol (40 ml). The isopropanol extract was concentrated to give a crude product. The crude solid was recrystallized from acetone and filtered to afford 0.88 g of 1,5-dimethyl-4-hydroxymethyli... Starting materials: FC(C1=CC=C(C=O)C=C1)(F)F (p-(Trifluoromethyl)benzaldehyde), COC(=O)C=1C=C(C2=C(S(CC3=C(O2)C(=CC(=C3)N3CCNCC3)Cl)(=O)=O)C1)C (4-Chloro-6-methyl-10,10-dioxo-2-piperazin-1-yl-10,11-dihydro-5-oxa-10lambda*6*-thia-dibenzo[a,d]cycloheptene-8-carboxylic acid methyl ester), C(#N)[BH3-].[Na+] (sodium cyanoborohydride). The reagents and catalysts are CC([O-])C.[Ti+4].CC([O-])C.CC([O-])C.CC([O-])C (titanium isopropoxide). The solvent is CO (methanol). Conditions: time 3 hour. The product is COC(=O)C=1C=C(C2=C(S(CC3=C(O2)C(=CC(=C3)N3CCN(CC3)CC3=CC=C(C=C3)C(F)(F)F)Cl)(=O)=O)C1)C (4-Chloro-6-methyl-10,10-dioxo-2-[4-(4-trifluoromethyl-benzyl)-piperazin-1-yl]-10,11-dihydro-5-oxa-10lambda*6*-thia-dibenzo[a,d]cycloheptene-8-carboxylic acid methyl ester). Reaction SMILES: [F:1][C:2]([F:12])([F:11])[C:3]1[CH:10]=[CH:9][C:6]([CH:7]=O)=[CH:5][CH:4]=1.[CH3:13][O:14][C:15]([C:17]1[CH:18]=[C:19]([CH3:41])[C:20]2[O:26][C:25]3[C:27]([Cl:37])=[CH:28][C:29]([N:31]4[CH2:36][CH2:35][NH:34][CH2:33][CH2:32]4)=[CH:30][C:24]=3[CH2:23][S:22](=[O:39])(=[O:38])[C:21]=2[CH:40]=1)=[O:16].C([BH3-])#N.[Na+]>CO.CC(C)[O-].[Ti+4].CC(C)[O-].CC(C)[O-].CC(C)[O-]>[CH3:13][O:14][C:15]([C:17]1[CH:18]=[C:19]([CH3:41])[C:20]2[O:26][C:25]3[C:27]([Cl:37])=[CH:28][C:29]([N:31]4[CH2:32][CH2:33][N:34]([CH2:7][C:6]5[CH:9]=[CH:10][C:3]([C:2]([F:12])([F:11])[F:1])=[CH:4][CH:5]=5)[CH2:35][CH2:36]4)=[CH:30][C:24]=3[CH2:23][S:22](=[O:38])(=[O:39])[C:21]=2[CH:40]=1)=[O:16] |f:2.3,5.6.7.8.9|. Procedure: p-(Trifluoromethyl)benzaldehyde (0.119 g, 0.687 mmol) and titanium isopropoxide (0.26 mL, 0.858 mmol) were added to a suspension of Example 104k (0.3 g, 0.687 mmol) in methanol (30 mL). The reaction mixture was refluxed for 1.5 h, cooled to room temperature, treated with sodium cyanoborohydride (0.042 g, 0.66 mmol) and stirred for 3 h. It was concentrated, treated with water and extracted with n-butanol. The organic layer was washed with water, brine, dried, concentrated and purified using flash... Reactants: CC1=NC(=CC(=N1)NC=1C(N(C=C(C1)B1OC(C(O1)(C)C)(C)C)C)=O)C (3-(2,6-Dimethylpyrimidin-4-ylamino)-1-methyl-5-(4,4,5,5-tetramethyl-1,3,2-dioxaborolan-2-yl)pyridin-2(1H)-one), ClC1=C(C(=NC=C1)N1C(C2=CC=3CC(CC3N2CC1)(C)C)=O)C=O (4-Chloro-2-{4,4-dimethyl-9-oxo-1,10-diazatricyclo[6.4.0.02,6]dodeca-2(6),7-dien-10-yl}pyridine-3-carbaldehyde), C(C)(=O)[O-].[Na+] (sodium acetate), [O-]P(=O)([O-])[O-].[K+].[K+].[K+] (K3PO4). Reagents/catalysts: C1=CC=C(C=C1)P([C-]2C=CC=C2)C3=CC=CC=C3.C1=CC=C(C=C1)P([C-]2C=CC=C2)C3=CC=CC=C3.Cl[Pd]Cl.[Fe+2] (Pd(dppf)Cl2). The solvent is C(C)#N (acetonitrile), O (water). Reaction conditions: temperature 100 celsius. Yields the product CC1(CC=2N3CCN(C(C3=CC2C1)=O)C1=NC=CC(=C1C=O)C1=CN(C(C(=C1)NC1=NC(=NC(=C1)C)C)=O)C)C (2-{4,4-Dimethyl-9-oxo-1,10-diazatricyclo[6.4.0.02,6]dodeca-2(6),7-dien-10-yl}-4-{5-[(2,6-dimethylpyrimidin-4-yl)amino]-1-methyl-6-oxo-1,6-dihydropyridin-3-yl}pyridine-3-carbaldehyde). The yield is 79.7%. RXN SMILES: [CH3:1][C:2]1[N:7]=[C:6]([NH:8][C:9]2[C:10](=[O:25])[N:11]([CH3:24])[CH:12]=[C:13](B3OC(C)(C)C(C)(C)O3)[CH:14]=2)[CH:5]=[C:4]([CH3:26])[N:3]=1.Cl[C:28]1[CH:33]=[CH:32][N:31]=[C:30]([N:34]2[CH2:45][CH2:44][N:43]3[C:36](=[CH:37][C:38]4[CH2:39][C:40]([CH3:47])([CH3:46])[CH2:41][C:42]=43)[C:35]2=[O:48])[C:29]=1[CH:49]=[O:50].C([O-])(=O)C.[Na+].[O-]P([O-])([O-])=O.[K+].[K+].[K+]>C1C=CC(P(C2C=CC=CC=2)[C-]2C=CC=C2)=CC=1.C1C=CC(P(C2C=CC=CC=2)[C-]2C=CC=C2)=CC=1.Cl[Pd]Cl.[Fe+2].C(#N)C.O>[CH3:46][C:40]1([CH3:47])[CH2:39][C:38]2[CH:37]=[C:36]3[N:43]([CH2:44][CH2:45][N:34]([C:30]4[C:29]([CH:49]=[O:50])=[C:28]([C:13]5[CH:14]=[C:9]([NH:8][C:6]6[CH:5]=[C:4]([CH3:26])[N:3]=[C:2]([CH3:1])[N:7]=6)[C:10](=[O:25])[N:11]([CH3:24])[CH:12]=5)[CH:33]=[CH:32][N:31]=4)[C:35]3=[O:48])[C:42]=2[CH2:41]1 |f:2.3,4.5.6.7,8.9.10.11|. Procedure: A 100-mL round-bottomed flask equipped with a magnetic stirrer and a reflux condenser was charged with 173b (250 mg, 0.70 mmol), 4-chloro-2-{4,4-dimethyl-9-oxo-1,10-diazatricyclo[6.4.0.02,6]dodeca-2(6),7-dien-10-yl}pyridine-3-carbaldehyde 108a (240 mg, 0.70 mmol), Pd(dppf)Cl2 (57 mg, 0.071 mmol), sodium acetate (19 mg, 1.4 mmol), K3PO4 (316 mg, 1.4 mmol), water (0.5 mL), and acetonitrile (15 mL). After three cycles of vacuum/argon flush, the mixture was heated at 100° C. for 3 h. After this time... The reactants are BrC1=CC=C2C=CNC2=C1 (6-Bromoindole), [H-].[Na+] (sodium hydride), C1CCOC1 (THF), ice water. Conditions: time 30 minute. Product: BrC1=CC=C2C=CN(C2=C1)C (6-bromo-1-methyl-1H-indole). The yield is 97.0%. Reaction SMILES: [Br:1][C:2]1[CH:10]=[C:9]2[C:5]([CH:6]=[CH:7][NH:8]2)=[CH:4][CH:3]=1.[H-].[Na+].[CH2:13]1COCC1>>[Br:1][C:2]1[CH:10]=[C:9]2[C:5]([CH:6]=[CH:7][N:8]2[CH3:13])=[CH:4][CH:3]=1 |f:1.2|. Reported procedure: 6-Bromoindole (10.4 g, 53.1 mmol) (prepared according to Moyer, M. P.; Shiurba, J. F.; Rapoport, H. J. Org. Chem. 1986, 51, 5106.) was added in small portions over 30 min to a stirred suspension of sodium hydride (2.96 g, 61.7 mmol, 50% in mineral oil) in dry THF (120 mL) at 0° C. Stirring was continued for another 30 min. lodomethane (4.5 ml, 71.6 mmol) was added dropwise. After 1 h, the mixture was poured into ice-water and extracted with ether (3×200 mL). The combined organic extracts were wa... Starting materials: C1CCOC1, OC1(c2ccccc2)CCCC1. Product: C1=C(c2ccccc2)CCC1. RXN SMILES: [CH2:13]1[O:14][CH2:15][CH2:16][CH2:17]1.[OH:1][C:2]1([c:7]2[cH:8][cH:9][cH:10][cH:11][cH:12]2)[CH2:3][CH2:4][CH2:5][CH2:6]1>>[C:2]1([c:7]2[cH:8][cH:9][cH:10][cH:11][cH:12]2)=[CH:3][CH2:4][CH2:5][CH2:6]1. The reactants are CCOC(=O)c1c(-c2ccc([N+](=O)[O-])cc2)oc2ncnc(O)c12, [Na+], [OH-]. The product is [Na+], O=C([O-])c1c(-c2ccc([N+](=O)[O-])cc2)oc2ncnc(O)c12. Reaction SMILES: [CH2:1]([CH3:2])[O:3][C:4](=[O:5])[c:6]1[c:7](-[c:16]2[cH:17][cH:18][c:19]([N+:22](=[O:23])[O-:24])[cH:20][cH:21]2)[o:8][c:9]2[n:10][cH:11][n:12][c:13]([OH:15])[c:14]12.[Na+:26].[OH-:25]>>[Na+:26].[O:3]=[C:4]([O-:5])[c:6]1[c:7](-[c:16]2[cH:17][cH:18][c:19]([N+:22](=[O:23])[O-:24])[cH:20][cH:21]2)[o:8][c:9]2[n:10][cH:11][n:12][c:13]([OH:15])[c:14]12. Reactants: FC=1C=C(C=CC1F)C(CN(C(=O)C1=CC=CC=2CCCCC12)C)CC=O (N-[2-(3,4-difluorophenyl)-4-oxobutyl]-N-methyl-5,6,7,8-tetrahydro-1-naphthamide), CS(=O)(=O)C1=C(C=CC=C1)C1CCNCC1 (4-[2-methylsulfonylphenyl]piperidine), citrate salt. Solvent: O (H2O). The product is FC=1C=C(C=CC1F)C(CN(C(=O)C1=CC=CC=2CCCCC12)C)CCN1CCC(CC1)C1=C(C=CC=C1)S(=O)(=O)C (N-[2-(3,4-Difluorophenyl)-4-[4-[2-methylsulfonylphenyl]-1-piperidinyl]butyl]-N-methyl-5,6,7,8-tetrahydro-1-naphthamide). Reaction SMILES: [F:1][C:2]1[CH:3]=[C:4]([CH:9]([CH2:25][CH:26]=O)[CH2:10][N:11]([CH3:24])[C:12]([C:14]2[C:23]3[CH2:22][CH2:21][CH2:20][CH2:19][C:18]=3[CH:17]=[CH:16][CH:15]=2)=[O:13])[CH:5]=[CH:6][C:7]=1[F:8].[CH3:28][S:29]([C:32]1[CH:37]=[CH:36][CH:35]=[CH:34][C:33]=1[CH:38]1[CH2:43][CH2:42][NH:41][CH2:40][CH2:39]1)(=[O:31])=[O:30]>O>[F:1][C:2]1[CH:3]=[C:4]([CH:9]([CH2:25][CH2:26][N:41]2[CH2:40][CH2:39][CH:38]([C:33]3[CH:34]=[CH:35][CH:36]=[CH:37][C:32]=3[S:29]([CH3:28])(=[O:31])=[O:30])[CH2:43][CH2:42]2)[CH2:10][N:11]([CH3:24])[C:12]([C:14]2[C:23]3[CH2:22][CH2:21][CH2:20][CH2:19][C:18]=3[CH:17]=[CH:16][CH:15]=2)=[O:13])[CH:5]=[CH:6][C:7]=1[F:8]. Reported procedure: Using standard reductive amination conditions N-[2-(3,4-difluorophenyl)-4-oxobutyl]-N-methyl-5,6,7,8-tetrahydro-1-naphthamide was reacted with 4-[2-methylsulfonylphenyl]piperidine and converted to the citrate salt. MS: m/z 595 (M+H). Analysis for C34H40F2N2O3S.C6H8O7.1.4 H2O: calculated: C, 59.16; H, 6.31; N, 3.45; found: C, 59.04; H, 6.10; N, 4.08.